From a dataset of the Open Reaction Database (ORD), a public repository of structured organic reaction records. describe an organic reaction: reactants, conditions, products, and yield Starting materials: [Cl-].[NH4+] (ammonium chloride), BrCC#N (2-Bromoacetonitrile), C(C)N(C(C)C)C(C)C (N-ethyl-N-isopropylpropan-2-amine), CSC(C[C@@H](C(=O)O)NC(CCC=C)=O)=O ((S)-4-(methylthio)-4-oxo-2-(pent-4-enamido)butanoic acid). Solvent: CN(C)C=O (DMF). Conditions: time 30 minute. The product is CSC(C[C@@H](C(=O)OCC#N)NC(CCC=C)=O)=O ((S)-cyanomethyl 4-(methylthio)-4-oxo-2-(pent-4-enamido)butanoate). The yield is 34.2%. As a reaction SMILES: Br[CH2:2][C:3]#[N:4].C(N(C(C)C)C(C)C)C.[CH3:14][S:15][C:16](=[O:29])[CH2:17][C@H:18]([NH:22][C:23](=[O:28])[CH2:24][CH2:25][CH:26]=[CH2:27])[C:19]([OH:21])=[O:20].[Cl-].[NH4+]>CN(C=O)C>[CH3:14][S:15][C:16](=[O:29])[CH2:17][C@H:18]([NH:22][C:23](=[O:28])[CH2:24][CH2:25][CH:26]=[CH2:27])[C:19]([O:21][CH2:2][C:3]#[N:4])=[O:20] |f:3.4|. Reported procedure: 2-Bromoacetonitrile (2.64 ml, 37.8 mmol) and N-ethyl-N-isopropylpropan-2-amine (3.29 ml, 18.9 mmol) were added to a solution of (S)-4-(methylthio)-4-oxo-2-(pent-4-enamido)butanoic acid (Compound 1f-IA) (1.17 g, 3.78 mmol) in DMF (5 ml), and the mixture was stirred at room temperature for 30 minutes. A saturated aqueous ammonium chloride solution (3 ml) was added to the reaction mixture, after which the mixture was extracted with ethyl acetate and the organic layer was washed with water. The orga... Reactants: C([O-])([O-])=O.[K+].[K+] (potassium carbonate), N1=CN=CC=C1 (pyrimidine), ClCN1S(N(C(C1=O)CCC(C)C)C)(=O)=O (2-chloromethyl-4-(3-methylbutyl)-5-methyl-1,2,5-thiadiazolidin-3-one 1,1-dioxide), 2,4-dioxo-4-H-pyrido 1,2-a, Formula IV, ice water. The solvent is CN(C)C=O (DMF). Product: 4-oxo-4-H-pyrido 1,2-a, CC(CCC1C(NS(N1C)(=O)=O)=O)C (4-(3-methylbutyl)-5-methyl-1,2,5-thiadiazolidin-3-one 1,1-dioxide). As a reaction SMILES: ClC[N:3]1[C:7](=[O:8])[CH:6]([CH2:9][CH2:10][CH:11]([CH3:13])[CH3:12])[N:5]([CH3:14])[S:4]1(=[O:16])=[O:15].N1C=CC=NC=1.C(=O)([O-])[O-].[K+].[K+]>CN(C=O)C>[CH3:12][CH:11]([CH3:13])[CH2:10][CH2:9][CH:6]1[N:5]([CH3:14])[S:4](=[O:16])(=[O:15])[NH:3][C:7]1=[O:8] |f:2.3.4|. Reported procedure: A mixture of 2-chloromethyl-4-(3-methylbutyl)-5-methyl-1,2,5-thiadiazolidin-3-one 1,1-dioxide (1 g; 3.72 mmol), 2,4-dioxo-4-H-pyrido 1,2-a!pyrimidine (Formula IV: X=H; Y= ##STR18## (0.72 g; 4.44 mmol), and potassium carbonate (0.67 g; 4.84 mmol) in 35 ml of DMF was stirred at room temperature for 24 hours. The mixture was poured into ice/water, extracted with ethyl acetate, and the organic layer was washed with water, brine, and dried. The solvent was concentrated in vacuo and the residue purifi... The reactants are C1(=CC=CC=C1)C=1C=CC(=NC1)NC(OC(C)(C)C)=O (tert-Butyl 5-phenylpyridin-2-ylcarbamate), CN(C)CCN(C)C (TMEDA), CN(C)C=O (DMF), C(CCC)[Li] (n-butyllithium). Solvent: C1CCOC1 (THF). Conditions: temperature -72 celsius, time 15 minute. Product: C(=O)C=1C(=NC=C(C1)C1=CC=CC=C1)NC(OC(C)(C)C)=O (tert-Butyl 3-formyl-5-phenylpyridin-2-ylcarbamate). Isolated yield 41.5%. As a reaction SMILES: [C:1]1([C:7]2[CH:8]=[CH:9][C:10]([NH:13][C:14](=[O:20])[O:15][C:16]([CH3:19])([CH3:18])[CH3:17])=[N:11][CH:12]=2)[CH:6]=[CH:5][CH:4]=[CH:3][CH:2]=1.CN(CCN(C)C)C.C([Li])CCC.CN([CH:37]=[O:38])C>C1COCC1>[CH:37]([C:9]1[C:10]([NH:13][C:14](=[O:20])[O:15][C:16]([CH3:17])([CH3:19])[CH3:18])=[N:11][CH:12]=[C:7]([C:1]2[CH:2]=[CH:3][CH:4]=[CH:5][CH:6]=2)[CH:8]=1)=[O:38]. Reported procedure: A solution of 1C (2.40 g, 8.88 mmol) in dry THF (35 mL) and TMEDA (3.35 mL, 22.2 mmol) under argon was cooled to −72° C. and treated dropwise with n-butyllithium (2.5 M in hexanes, 8.9 mL, 22.2 mmol) at such a rate so that the temperature did not exceed −65° C. Upon completion of the addition, the reaction was stirred at −72° C. for an additional 15 min and then at −20° C. for 1.5 h. The reaction was cooled again to −72° C., and dry DMF (1.4 mL, 17.8 mmol) was added while the temperature was mai... The reactants are C1(=CC(O)=CC(O)=C1)\C=C\C1=CC=C(O)C=C1 (trans-resveratrol), C1=CC(=CC=C1/C=C/C2=CC(=CC(=C2)O[C@H]3[C@@H]([C@H]([C@@H]([C@H](O3)CO)O)O)O)O)O (piceid), C1=CC(=CC=C1/C=C/C2=CC(=CC(=C2)O[C@H]3[C@@H]([C@H]([C@@H]([C@H](O3)CO)O)O)O)O)O (piceid), C1(=CC(O)=CC(O)=C1)\C=C\C1=CC=C(O)C=C1 (trans-resveratrol). Product: C1(=CC(O)=CC(O)=C1)C=CC1=CC=C(O)C=C1 (Resveratrol). As a reaction SMILES: [C:1]1(/[CH:9]=[CH:10]/[C:11]2[CH:17]=[CH:16][C:14]([OH:15])=[CH:13][CH:12]=2)[CH:8]=[C:6]([OH:7])[CH:5]=[C:3]([OH:4])[CH:2]=1.C1C(/C=C/C2C=C(O[C@@H]3O[C@H](CO)[C@@H](O)[C@H](O)[C@H]3O)C=C(O)C=2)=CC=C(O)C=1>>[C:1]1([CH:9]=[CH:10][C:11]2[CH:17]=[CH:16][C:14]([OH:15])=[CH:13][CH:12]=2)[CH:8]=[C:6]([OH:7])[CH:5]=[C:3]([OH:4])[CH:2]=1. Reported procedure: The HPLC profile of the trans-resveratrol and piceid standards is shown in FIG. 3. The standards contained 100 ppm of trans-resveratrol and 100 ppm of piceid. Piceid was eluted at about 6 minutes from the pipe column. Trans-resveratrol was eluted at about 17 minutes from the pipe column. Reactants: ClC1=NC=C(C(=N1)NC1=C(OCCC#N)C=CC=C1)Cl (3-[2-(2,5-Dichloro-pyrimidin-4-ylamino)-phenoxy]-propionitrile), NC=1C=CC2=C(NC(CCC2(C)C)=O)C1 (8-Amino-5,5-dimethyl-1,3,4,5-tetrahydro-benzo[b]azepin-2-one). The product is ClC=1C(=NC(=NC1)NC1=CC2=C(C(CCC(N2)=O)(C)C)C=C1)NC1=C(OCCC#N)C=CC=C1 (3-{2-[5-Chloro-2-(5,5-dimethyl-2-oxo-2,3,4,5-tetrahydro-1H-1-benzazepin-8-ylamino)-pyrimidin-4-yl amino]-phenoxy}-propionitrile), foam. Isolated yield 56.0%. Reaction SMILES: Cl[C:2]1[N:7]=[C:6]([NH:8][C:9]2[CH:19]=[CH:18][CH:17]=[CH:16][C:10]=2[O:11][CH2:12][CH2:13][C:14]#[N:15])[C:5]([Cl:20])=[CH:4][N:3]=1.[NH2:21][C:22]1[CH:23]=[CH:24][C:25]2[C:31]([CH3:33])([CH3:32])[CH2:30][CH2:29][C:28](=[O:34])[NH:27][C:26]=2[CH:35]=1>>[Cl:20][C:5]1[C:6]([NH:8][C:9]2[CH:19]=[CH:18][CH:17]=[CH:16][C:10]=2[O:11][CH2:12][CH2:13][C:14]#[N:15])=[N:7][C:2]([NH:21][C:22]2[CH:23]=[CH:24][C:25]3[C:31]([CH3:32])([CH3:33])[CH2:30][CH2:29][C:28](=[O:34])[NH:27][C:26]=3[CH:35]=2)=[N:3][CH:4]=1. Procedure details: Title compound was prepared from 3-[2-(2,5-Dichloro-pyrimidin-4-ylamino)-phenoxy]-propionitrile and 8-Amino-5,5-dimethyl-1,3,4,5-tetrahydro-benzo[b]azepin-2-one in a manner analogous to Example 1221d. Product was isolated as an off-white foam (96 mg, 56%). 95% HPLC purity, LCMS 477.24 (M+H), 1H-NMR (CDCl3, 400 MHz) δ 8.37 (d, J=8.0 Hz, 1H), 8.25 (s, 1H), 8.07-8.05 (m, 2H), 7.75 (s, 1H), 7.55 (s, 1H), 7.33 (d, J=8.6 Hz, 1H), 7.14-7.08 (m, 2H), 7.01 (t, J=7.7 Hz, 1H), 6.86 (d, J=8.0 Hz, 1H), 4.24 ...